This data is from the Open Reaction Database (ORD), a public repository of structured organic reaction records. The task is: describe an organic reaction: reactants, conditions, products, and yield Starting materials: Cl.C(C)(=O)OCC (Hydrochloric acid ethyl acetate), C(C)O (ethanol), CN(CCCNC(=O)C1=NC2=C(N1CCCCCCCCCCCCCCCCCC)C=CC=C2)C (N-[3-(dimethylamino)propyl]-1-octadecyl-1H-benzimidazole-2-carboxamide). Solvent: C(C)(=O)OCC (ethyl acetate), C(C)(=O)OCC (ethyl acetate). Run at time 10 minute. Product: Cl.CN(CCCNC(=O)C1=NC2=C(N1CCCCCCCCCCCCCCCCCC)C=CC=C2)C (N-[3-(Dimethylamino)propyl]-1-octadecyl-1H-benzimidazole-2-carboxamide monohydrochloride). RXN SMILES: [ClH:1].C(OCC)(=O)C.[CH3:8][N:9]([CH3:43])[CH2:10][CH2:11][CH2:12][NH:13][C:14]([C:16]1[N:20]([CH2:21][CH2:22][CH2:23][CH2:24][CH2:25][CH2:26][CH2:27][CH2:28][CH2:29][CH2:30][CH2:31][CH2:32][CH2:33][CH2:34][CH2:35][CH2:36][CH2:37][CH3:38])[C:19]2[CH:39]=[CH:40][CH:41]=[CH:42][C:18]=2[N:17]=1)=[O:15].C(O)C>C(OCC)(=O)C>[ClH:1].[CH3:43][N:9]([CH3:8])[CH2:10][CH2:11][CH2:12][NH:13][C:14]([C:16]1[N:20]([CH2:21][CH2:22][CH2:23][CH2:24][CH2:25][CH2:26][CH2:27][CH2:28][CH2:29][CH2:30][CH2:31][CH2:32][CH2:33][CH2:34][CH2:35][CH2:36][CH2:37][CH3:38])[C:19]2[CH:39]=[CH:40][CH:41]=[CH:42][C:18]=2[N:17]=1)=[O:15] |f:0.1,5.6|. Reported procedure: 4N Hydrochloric acid/ethyl acetate solution (0.25 ml) was added to a solution containing N-[3-(dimethylamino)propyl]-1-octadecyl-1H-benzimidazole-2-carboxamide (0.499 g) in ethyl acetate (5 ml) and stirred for 10 minutes at room temperature. The reaction mixture, with ethanol (0.3 ml) and ethyl acetate (1 ml) added thereto, was dissolved by heating and then cooled naturally. The depositing crystals were collected by filtration, thereby yielding the entitled compound (0.419 g) as white solid. The reactants are O.C1(=CC=CC=C1)C(=O)C=O (Phenylglyoxal monohydrate), CC=1C=CC(=CC1)C (p-xylene). The reagents and catalysts are [Ti](Cl)(Cl)(Cl)Cl (titanium tetrachloride). The solvent is ClC(C)Cl (dichloroethane). Product: CC1=C(C(C(C2=CC=CC=C2)=O)O)C=C(C=C1)C (2',5'-dimethylbenzoin), crystal. Yield: 73.9%. RXN SMILES: O.[C:2]1([C:8]([CH:10]=[O:11])=[O:9])[CH:7]=[CH:6][CH:5]=[CH:4][CH:3]=1.[CH3:12][C:13]1[CH:14]=[CH:15][C:16]([CH3:19])=[CH:17][CH:18]=1>ClC(Cl)C.[Ti](Cl)(Cl)(Cl)Cl>[CH3:12][C:13]1[CH:14]=[CH:15][C:16]([CH3:19])=[CH:17][C:18]=1[CH:10]([OH:11])[C:8](=[O:9])[C:2]1[CH:7]=[CH:6][CH:5]=[CH:4][CH:3]=1 |f:0.1|. Reported procedure: Phenylglyoxal monohydrate (500 mg, 3.29 mM) and p-xylene (0.56 ml, 4.79 mM) were dissolved in dichloroethane (5 ml), titanium tetrachloride (0.9 ml, 8.2 mM) was added, and reacted at room temperature for 30 minutes. Using the same procedure as in Example 1, 2',5'-dimethylbenzoin was obtained as crystal (587.7 mg, 73.9% yield). Starting materials: C(C)OCC (diethyl ether), C([O-])([O-])=O.[K+].[K+] (potassium carbonate), IC (iodomethane), FC1=C(C(=CC=C1)F)O (2,6-difluorophenol). Run in O (water), CN(C=O)C (N,N-dimethylformamide). Product: FC1=C(C(=CC=C1)F)OC (2,6-difluoroanisole). Yield: 81.4%. As a reaction SMILES: [F:1][C:2]1[CH:7]=[CH:6][CH:5]=[C:4]([F:8])[C:3]=1[OH:9].[C:10](=O)([O-])[O-].[K+].[K+].IC.C(OCC)C>CN(C)C=O.O>[F:1][C:2]1[CH:7]=[CH:6][CH:5]=[C:4]([F:8])[C:3]=1[O:9][CH3:10] |f:1.2.3|. Procedure: In 254 ml of N,N-dimethylformamide was dissolved 25.4 g of 2,6-difluorophenol, followed by adding thereto 29.7 g of potassium carbonate and 83.1 g of iodomethane, and the resulting mixture was stirred at 50° C. for 2 hours. The reaction mixture was added to a mixed solvent of 200 ml of diethyl ether and 600 ml of water and the organic layer was separated. The organic layer obtained was washed with water and then a saturated aqueous sodium chloride solution, dried over anhydrous magnesium sulfate... The reactants are CC(C)c1ccccc1, CC(=O)c1ccccc1, [O-]O, O, CC(C)c1ccccc1. Product: CC(C)(O)c1ccccc1. As a reaction SMILES: [CH3:12][CH:13]([c:14]1[cH:15][cH:16][cH:17][cH:18][cH:19]1)[CH3:20].[CH3:21][C:22](=[O:23])[c:24]1[cH:25][cH:26][cH:27][cH:28][cH:29]1.[O-:1][OH:2].[OH2:30].[c:3]1([CH:9]([CH3:10])[CH3:11])[cH:4][cH:5][cH:6][cH:7][cH:8]1>>[c:3]1([C:9]([CH3:10])([CH3:11])[OH:23])[cH:4][cH:5][cH:6][cH:7][cH:8]1. The reactants are C(C)OC1=CC=C(C=C1)C1(C(C(C1)(F)F)(F)F)C(=O)Cl (1-(4-ethoxyphenyl)-2,2,3,3-tetrafluorocyclobutane carbonyl chloride), OCC1=NC(=CC=C1)OC1=CC=CC=C1 (2-hydroxymethyl-6-phenoxypyridine), N1=CC=CC=C1 (pyridine). Solvent: C1=CC=CC=C1 (benzene), C1=CC=CC=C1 (benzene), CCOCC (ether). Reaction conditions: time 16 hour. Product: C(C)OC1=CC=C(C=C1)C1(C(C(C1)(F)F)(F)F)C(=O)OCC1=NC(=CC=C1)OC1=CC=CC=C1 (6-Phenoxypyrid-2-ylmethyl 1-(4-ethoxyphenyl)-2,2,3,3-tetrafluorocyclobutane carboxylate). RXN SMILES: [CH2:1]([O:3][C:4]1[CH:9]=[CH:8][C:7]([C:10]2([C:18](Cl)=[O:19])[CH2:13][C:12]([F:15])([F:14])[C:11]2([F:17])[F:16])=[CH:6][CH:5]=1)[CH3:2].[OH:21][CH2:22][C:23]1[CH:28]=[CH:27][CH:26]=[C:25]([O:29][C:30]2[CH:35]=[CH:34][CH:33]=[CH:32][CH:31]=2)[N:24]=1.N1C=CC=CC=1>C1C=CC=CC=1.CCOCC>[CH2:1]([O:3][C:4]1[CH:9]=[CH:8][C:7]([C:10]2([C:18]([O:21][CH2:22][C:23]3[CH:28]=[CH:27][CH:26]=[C:25]([O:29][C:30]4[CH:35]=[CH:34][CH:33]=[CH:32][CH:31]=4)[N:24]=3)=[O:19])[CH2:13][C:12]([F:15])([F:14])[C:11]2([F:16])[F:17])=[CH:6][CH:5]=1)[CH3:2]. Reported procedure: To a stirred solution of 1-(4-ethoxyphenyl)-2,2,3,3-tetrafluorocyclobutane carbonyl chloride (0.76 gm, 1.54 mmole) in dry benzene (10 ml) was added a solution of 2-hydroxymethyl-6-phenoxypyridine (0.305 g) and pyridine (0.12 g) in dry benzene (15 ml). The mixture was stirred at room temperature for 16 hours then diluted with ether, washed twice with water, dried over Na2SO4 and concentrated in vacuo. Purification by high pressure liquid chromatography gave the ester as a colourless oil. IR (film...